Dataset: the Open Reaction Database (ORD), a public repository of structured organic reaction records. Task: describe an organic reaction: reactants, conditions, products, and yield Starting materials: C(C)(=O)OC(CC1=CC=C(C=C1)C=1CCC(NN1)=O)C (4,5-Dihydro-6-[4-(2-acetoxypropyl)phenyl]-3(2H)pyridazinone), Cl (hydrochloric acid). Solvent: [OH-].[Na+] (sodium hydroxide). The product is OC(CC1=CC=C(C=C1)C=1CCC(NN1)=O)C (4,5-dihydro-6-[4-(2-hydroxypropyl)phenyl]-3(2H)pyridazinone). RXN SMILES: C([O:4][CH:5]([CH3:20])[CH2:6][C:7]1[CH:12]=[CH:11][C:10]([C:13]2[CH2:14][CH2:15][C:16](=[O:19])[NH:17][N:18]=2)=[CH:9][CH:8]=1)(=O)C.Cl>[OH-].[Na+]>[OH:4][CH:5]([CH3:20])[CH2:6][C:7]1[CH:12]=[CH:11][C:10]([C:13]2[CH2:14][CH2:15][C:16](=[O:19])[NH:17][N:18]=2)=[CH:9][CH:8]=1 |f:2.3|. Procedure details: 4,5-Dihydro-6-[4-(2-acetoxypropyl)phenyl]-3(2H)pyridazinone (0.73 g) was heated under reflux in 2N sodium hydroxide solution for 2 hr, cooled, neutralised with 2N hydrochloric acid, and extracted into ethyl acetate. The organic extract was dried (MgSO4) and evaporated to an oil which was chromatographed on silica gel. Elution with methanol-chloroform (4:96) gave 4,5-dihydro-6-[4-(2-hydroxypropyl)phenyl]-3(2H)pyridazinone as a white solid. Starting materials: S(=O)([O-])S(=O)[O-].[Na+].[Na+] (sodium hydrosulfite), CC=1C(C2=C(C3=NC4=CC=CC=C4SC13)C=CC=C2)=O (6-methyl-5H-benzo[a]phenothiazine-5-one). Yields the product OC1=C2C(=C3NC4=CC=CC=C4SC3=C1C)C=CC=C2 (5-hydroxy-6-methyl-12H-benzo[a]phenothiazine). As a reaction SMILES: S(S([O-])=O)([O-])=O.[Na+].[Na+].[CH3:9][C:10]1[C:11](=[O:28])[C:12]2[CH:27]=[CH:26][CH:25]=[CH:24][C:13]=2[C:14]2[C:23]=1[S:22][C:21]1[C:16](=[CH:17][CH:18]=[CH:19][CH:20]=1)[N:15]=2>O.C(OCC)(=O)C>[OH:28][C:11]1[C:10]([CH3:9])=[C:23]2[C:14]([NH:15][C:16]3[C:21]([S:22]2)=[CH:20][CH:19]=[CH:18][CH:17]=3)=[C:13]2[CH:24]=[CH:25][CH:26]=[CH:27][C:12]=12 |f:0.1.2|. Run at time 2 hour. Reported procedure: A solution of sodium hydrosulfite (40 g) in water (0.5 l) was added to a suspension of 6-methyl-5H-benzo[a]phenothiazine-5-one (10.4 g) in ethyl acetate (1 l) and stirred for 2 hours. The organic layer was decanted, dried and evaporated to dryness. The resulting residue was triturated with ether and filtered to afford 5-hydroxy-6-methyl-12H-benzo[a]phenothiazine as an air sensitive solid. Solvent: O (water), C(C)(=O)OCC (ethyl acetate). The reactants are BrC=1C=CC(NC1)=O (5-bromopyridin-2(1H)-one), OC(C[C@]1(CC(N(CC1)[C@@H](C)C1=CC=C(C=C1)B1OC(C(O1)(C)C)(C)C)=O)C1=CC=CC=C1)(C)C ((R)-4-(2-hydroxy-2-methylpropyl)-4-phenyl-1-((S)-1-(4-(4,4,5,5-tetramethyl-1,3,2-dioxaborolan-2-yl)phenyl)ethyl)piperidin-2-one), C(=O)(O)[O-].[Na+] (NaHCO3). The reagents and catalysts are C=1C=CC(=CC1)[P](C=2C=CC=CC2)(C=3C=CC=CC3)[Pd]([P](C=4C=CC=CC4)(C=5C=CC=CC5)C=6C=CC=CC6)([P](C=7C=CC=CC7)(C=8C=CC=CC8)C=9C=CC=CC9)[P](C=1C=CC=CC1)(C=1C=CC=CC1)C=1C=CC=CC1 (Pd(PPh3)4). The solvent is COCCOC (DME), CCO (EtOH). Conditions: temperature 100 celsius, time 2 hour. Yields the product OC(C[C@]1(CC(N(CC1)[C@@H](C)C1=CC=C(C=C1)C=1C=CC(NC1)=O)=O)C1=CC=CC=C1)(C)C (5-(4-((S)-1-((R)-4-(2-hydroxy-2-methylpropyl)-2-oxo-4-phenylpiperidinyl)ethyl)phenyl)pyridin-2(1H)-one). Yield: 20.2%. RXN SMILES: Br[C:2]1[CH:3]=[CH:4][C:5](=[O:8])[NH:6][CH:7]=1.[OH:9][C:10]([CH3:43])([CH3:42])[CH2:11][C@:12]1([C:36]2[CH:41]=[CH:40][CH:39]=[CH:38][CH:37]=2)[CH2:17][CH2:16][N:15]([C@H:18]([C:20]2[CH:25]=[CH:24][C:23](B3OC(C)(C)C(C)(C)O3)=[CH:22][CH:21]=2)[CH3:19])[C:14](=[O:35])[CH2:13]1.C([O-])(O)=O.[Na+]>COCCOC.CCO.C1C=CC([P]([Pd]([P](C2C=CC=CC=2)(C2C=CC=CC=2)C2C=CC=CC=2)([P](C2C=CC=CC=2)(C2C=CC=CC=2)C2C=CC=CC=2)[P](C2C=CC=CC=2)(C2C=CC=CC=2)C2C=CC=CC=2)(C2C=CC=CC=2)C2C=CC=CC=2)=CC=1>[OH:9][C:10]([CH3:43])([CH3:42])[CH2:11][C@:12]1([C:36]2[CH:37]=[CH:38][CH:39]=[CH:40][CH:41]=2)[CH2:17][CH2:16][N:15]([C@H:18]([C:20]2[CH:21]=[CH:22][C:23]([C:2]3[CH:3]=[CH:4][C:5](=[O:8])[NH:6][CH:7]=3)=[CH:24][CH:25]=2)[CH3:19])[C:14](=[O:35])[CH2:13]1 |f:2.3,^1:61,63,82,101|. Procedure: To a solution of 5-bromopyridin-2(1H)-one (30 mg, 0.17 mmol) in DME (6 mL) was added Pd(PPh3)4 (10 mg, 0.01 mmol) under N2. The mixture was stirred at rt for 1 h. (R)-4-(2-hydroxy-2-methylpropyl)-4-phenyl-1-((S)-1-(4-(4,4,5,5-tetramethyl-1,3,2-dioxaborolan-2-yl)phenyl)ethyl)piperidin-2-one (25 mg, 0.05 mmol) in EtOH (2 mL) was added, followed by satd aq NaHCO3 (2 mL). The mixture was stirred at 100° C. for another 2 h under N2. The reaction was quenched with H2O, and extracted with EtOAc (3×). T...